From a dataset of the Open Reaction Database (ORD), a public repository of structured organic reaction records. describe an organic reaction: reactants, conditions, products, and yield Reactants: C[C@]12CC[C@@]3([C@@H]([C@H]2CC[C@@H]2[C@]4(CC=C(C([C@@H]4CC[C@@]12C)(C)C)C1=CC=C(C(=O)OC)C=C1)C)[C@@H](CC3)C(=C)C)NCCN3CCNCC3 (methyl 4-((1R,3aS,5aR,5bR,7aR,11aS,11bR,13aR,13bR)-5a,5b,8,8,11a-pentamethyl-3a-((2-(piperazin-1-yl)ethyl)amino)-1-(prop-1-en-2-yl)-2,3,3a,4,5,5a,5b,6,7,7a,8,11,11a,11b,12,13,13a,13b-octadecahydro-1H-cyclopenta[a]chrysen-9-yl)benzoate), C(CCC)(=O)O (butyric acid). Yields the product C(CCC)(=O)N1CCN(CC1)CCN[C@]12[C@@H]([C@H]3CC[C@@H]4[C@]5(CC=C(C([C@@H]5CC[C@]4([C@@]3(CC1)C)C)(C)C)C1=CC=C(C(=O)O)C=C1)C)[C@@H](CC2)C(=C)C (4-((1R,3aS,5aR,5bR,7aR,11aS,11bR,13aR,13bR)-3a-((2-(4-butyrylpiperazin-1-yl)ethyl)amino)-5a,5b,8,8,11a-pentamethyl-1-(prop-1-en-2-yl)-2,3,3a,4,5,5a,5b,6,7,7a,8,11,11a,11b,12,13,13a,13b-octadecahydro-1H-cyclopenta[a]chrysen-9-yl)benzoic acid). RXN SMILES: [CH3:1][C@:2]12[C@@:19]3([CH3:20])[C@@H:10]([C@:11]4([CH3:33])[C@@H:16]([CH2:17][CH2:18]3)[C:15]([CH3:22])([CH3:21])[C:14]([C:23]3C=CC(C(OC)=O)=[CH:25][CH:24]=3)=[CH:13][CH2:12]4)[CH2:9][CH2:8][C@@H:7]1[C@H:6]1[C@H:34]([C:37]([CH3:39])=[CH2:38])[CH2:35][CH2:36][C@:5]1([NH:40][CH2:41][CH2:42][N:43]1[CH2:48][CH2:47][NH:46][CH2:45][CH2:44]1)[CH2:4][CH2:3]2.[C:49]([OH:54])(=[O:53])[CH2:50][CH2:51][CH3:52]>>[C:49]([N:46]1[CH2:45][CH2:44][N:43]([CH2:42][CH2:41][NH:40][C@:5]23[CH2:36][CH2:35][C@@H:34]([C:37]([CH3:39])=[CH2:38])[C@@H:6]2[C@@H:7]2[C@@:2]([CH3:1])([CH2:3][CH2:4]3)[C@@:19]3([CH3:20])[C@@H:10]([C@:11]4([CH3:33])[C@@H:16]([CH2:17][CH2:18]3)[C:15]([CH3:22])([CH3:21])[C:14]([C:23]3[CH:24]=[CH:25][C:50]([C:49]([OH:54])=[O:53])=[CH:51][CH:52]=3)=[CH:13][CH2:12]4)[CH2:9][CH2:8]2)[CH2:48][CH2:47]1)(=[O:53])[CH2:50][CH2:51][CH3:52]. Reported procedure: The title compound (1.2 mg) was prepared from methyl 4-((1R,3aS,5aR,5bR,7aR,11aS,11bR,13aR,13bR)-5a,5b,8,8,11a-pentamethyl-3a-((2-(piperazin-1-yl)ethyl)amino)-1-(prop-1-en-2-yl)-2,3,3a,4,5,5a,5b,6,7,7a,8,11,11a,11b,12,13,13a,13b-octadecahydro-1H-cyclopenta[a]chrysen-9-yl)benzoate following the general procedure as described above using butyric acid as the acylating agent. LCMS: m/e 712.8 (M+H)+, 4.97 min (method 15). 1H NMR (500 MHz, METHANOL-d4) δ 7.89 (d, J=8.2 Hz, 2H), 7.16 (d, J=8.2 Hz, 2H),... Reactants: CS(C)=O, [Cl-], O=[N+]([O-])c1ccc(Cl)cc1F, [Li+], Cc1cc(C#N)c(N)s1, [NH4+], [OH-], O. The product is Cc1cc(C#N)c(Nc2cc(Cl)ccc2[N+](=O)[O-])s1. RXN SMILES: [CH3:26][S:27]([CH3:28])=[O:29].[Cl-:24].[F:10][c:11]1[c:12]([N+:18](=[O:19])[O-:20])[cH:13][cH:14][c:15]([Cl:17])[cH:16]1.[Li+:23].[NH2:1][c:2]1[s:3][c:4]([CH3:9])[cH:5][c:6]1[C:7]#[N:8].[NH4+:25].[OH-:22].[OH2:21]>>[NH:1]([c:2]1[s:3][c:4]([CH3:9])[cH:5][c:6]1[C:7]#[N:8])[c:11]1[c:12]([N+:18](=[O:19])[O-:20])[cH:13][cH:14][c:15]([Cl:17])[cH:16]1. Solvent: [N+](=O)([O-])C (nitromethane). The reactants are FC(C(=O)O)(F)F (trifluoroacetic acid), C(C)[SiH](CC)CC (triethylsilane), O(C1=CC=CC=C1)C1=C2C(N(C(C2=C(C=C1)I)=O)C(C)(C1=CC=CC=C1)C)O (4-phenoxy-3-hydroxy-7-iodo-2-(1-methyl-1-phenylethyl)isoindolinone). Yields the product O(C1=CC=CC=C1)C1=C2CNC(C2=C(C=C1)I)=O (4-phenoxy-7-iodoisoindolinone). Reaction SMILES: [O:1]([C:8]1[CH:16]=[CH:15][C:14]([I:17])=[C:13]2[C:9]=1[CH:10](O)[N:11](C(C)(C1C=CC=CC=1)C)[C:12]2=[O:18])[C:2]1[CH:7]=[CH:6][CH:5]=[CH:4][CH:3]=1.FC(F)(F)C(O)=O.C([SiH](CC)CC)C>[N+](C)([O-])=O>[O:1]([C:8]1[CH:16]=[CH:15][C:14]([I:17])=[C:13]2[C:9]=1[CH2:10][NH:11][C:12]2=[O:18])[C:2]1[CH:3]=[CH:4][CH:5]=[CH:6][CH:7]=1. Reported procedure: In a similar manner to Step 4 of Example 16, 4-phenoxy-3-hydroxy-7-iodo-2-(1-methyl-1-phenylethyl)isoindolinone (700 mg, 1.44 mmol) was dissolved in nitromethane (28 mL), and the solution was treated with trifluoroacetic acid (1.10 mL, 14.4 mmol) and triethylsilane (0.460 mL, 2.88 mmol), followed by purification by slurry using diisopropylether to obtain 4-phenoxy-7-iodoisoindolinone (369 mg, yield 73%). The yield is 73.0%. Product: CSc1ccc2c(c1)N(CCCN1CCC(C(=O)c3ccc(Cl)cc3Cl)CC1)c1ccccc1S2. RXN SMILES: [C:42](=[O:43])([OH:44])[O-:45].[CH3:1][N:2]([CH3:3])[CH:4]=[O:5].[Cl:26][c:27]1[c:28]([C:29](=[O:30])[CH:31]2[CH2:32][CH2:33][NH:34][CH2:35][CH2:36]2)[cH:37][cH:38][c:39]([Cl:41])[cH:40]1.[Cl:6][CH2:7][CH2:8][CH2:9][N:10]1[c:11]2[cH:12][cH:13][cH:14][cH:15][c:16]2[S:17][c:18]2[cH:19][cH:20][c:21]([S:24][CH3:25])[cH:22][c:23]21.[Na+:46].[OH2:47]>>[CH2:7]([CH2:8][CH2:9][N:10]1[c:11]2[cH:12][cH:13][cH:14][cH:15][c:16]2[S:17][c:18]2[cH:19][cH:20][c:21]([S:24][CH3:25])[cH:22][c:23]21)[N:34]1[CH2:33][CH2:32][CH:31]([C:29]([c:28]2[c:27]([Cl:26])[cH:40][c:39]([Cl:41])[cH:38][cH:37]2)=[O:30])[CH2:36][CH2:35]1. The reactants are O=C([O-])O, CN(C)C=O, O=C(c1ccc(Cl)cc1Cl)C1CCNCC1, CSc1ccc2c(c1)N(CCCCl)c1ccccc1S2, [Na+], O. Starting materials: [Br-], CCc1oc(-c2ccc(C(F)(F)F)cc2)cc1C=O, C1CCOC1, [Mg+]c1ccccc1. Product: CCc1oc(-c2ccc(C(F)(F)F)cc2)cc1C(O)c1ccccc1. Reaction SMILES: [Br-:25].[CH2:1]([CH3:2])[c:3]1[o:4][c:5](-[c:10]2[cH:11][cH:12][c:13]([C:16]([F:17])([F:18])[F:19])[cH:14][cH:15]2)[cH:6][c:7]1[CH:8]=[O:9].[O:20]1[CH2:21][CH2:22][CH2:23][CH2:24]1.[c:26]1([Mg+:32])[cH:27][cH:28][cH:29][cH:30][cH:31]1>>[CH2:1]([CH3:2])[c:3]1[o:4][c:5](-[c:10]2[cH:11][cH:12][c:13]([C:16]([F:17])([F:18])[F:19])[cH:14][cH:15]2)[cH:6][c:7]1[CH:8]([OH:9])[c:26]1[cH:27][cH:28][cH:29][cH:30][cH:31]1. Reactants: BrC1=CC2=C(N(C3=C(N(C2=O)C)C=CC(=N3)F)CC)N=C1 (8-Bromo-2-fluoro-5,11-dihydro-11-ethyl-5-methyl-6H-dipyrido[3,2-b:2',3'-e][1,4]diazepin-6-one), C(=C)C1=CC2=CC=CC=C2C=C1 (2-vinylnaphthalene), CCN(C(C)C)C(C)C ((i-Pr)2NEt). Reagents/catalysts: Cl[Pd]([P](C1=CC=CC=C1)(C2=CC=CC=C2)C3=CC=CC=C3)([P](C4=CC=CC=C4)(C5=CC=CC=C5)C6=CC=CC=C6)Cl (bis(triphenylphosphine)palladium(II) chloride). The product is C(C)N1C2=C(N(C(C3=C1N=CC(=C3)CCC3=CC1=CC=CC=C1C=C3)=O)C)C=CC(=N2)F (5,11-Dihydro-11-ethyl-2-fluoro-5-methyl-8-[2-(2-naphthyl)ethyl]-6H-dipyrido[3,2-b:2',3'-e][1,4]diazepin-6-one). RXN SMILES: Br[C:2]1[CH:21]=[N:20][C:5]2[N:6]([CH2:18][CH3:19])[C:7]3[N:16]=[C:15]([F:17])[CH:14]=[CH:13][C:8]=3[N:9]([CH3:12])[C:10](=[O:11])[C:4]=2[CH:3]=1.[CH:22]([C:24]1[CH:33]=[CH:32][C:31]2[C:26](=[CH:27][CH:28]=[CH:29][CH:30]=2)[CH:25]=1)=[CH2:23].CCN(C(C)C)C(C)C>Cl[Pd](Cl)([P](C1C=CC=CC=1)(C1C=CC=CC=1)C1C=CC=CC=1)[P](C1C=CC=CC=1)(C1C=CC=CC=1)C1C=CC=CC=1>[CH2:18]([N:6]1[C:5]2[N:20]=[CH:21][C:2]([CH2:23][CH2:22][C:24]3[CH:33]=[CH:32][C:31]4[C:26](=[CH:27][CH:28]=[CH:29][CH:30]=4)[CH:25]=3)=[CH:3][C:4]=2[C:10](=[O:11])[N:9]([CH3:12])[C:8]2[CH:13]=[CH:14][C:15]([F:17])=[N:16][C:7]1=2)[CH3:19] |^1:45,64|. Reported procedure: 8-Bromo-2-fluoro-5,11-dihydro-11-ethyl-5-methyl-6H-dipyrido[3,2-b:2',3'-e][1,4]diazepin-6-one (35 mg, 0.10 mmol) was coupled with 2-vinylnaphthalene in the presence of bis(triphenylphosphine)palladium(II) chloride and (i-Pr)2NEt as described in example 1h. The product was hydrogenated as described in example 3b. Purification by flash chromatography (elution with ethyl acetate-hexanes) and recrystallization (diethyl ether-hexanes) afforded 20 mg of the title compound as white crystals, m.p. 112°-...